From a dataset of the Open Reaction Database (ORD), a public repository of structured organic reaction records. describe an organic reaction: reactants, conditions, products, and yield RXN SMILES: [CH3:1][O:2][C:3]1[C:8]2[CH2:9][CH2:10][CH2:11][CH:12]([N:14]3[CH2:19][CH2:18][O:17][CH2:16][CH2:15]3)[CH2:13][C:7]=2[CH:6]=[CH:5][C:4]=1[NH2:20].Cl[C:22]1[N:27]=[C:26]([NH:28][C:29]2[CH:38]=[CH:37][CH:36]=[CH:35][C:30]=2[C:31](NC)=[O:32])[C:25]([Cl:39])=[CH:24][N:23]=1>>[CH:3]([O:2][C:31](=[O:32])[C:30]1[CH:35]=[CH:36][CH:37]=[CH:38][C:29]=1[NH:28][C:26]1[C:25]([Cl:39])=[CH:24][N:23]=[C:22]([NH:20][C:4]2[CH:5]=[CH:6][C:7]3[CH2:13][CH:12]([N:14]4[CH2:19][CH2:18][O:17][CH2:16][CH2:15]4)[CH2:11][CH2:10][CH2:9][C:8]=3[C:3]=2[O:2][CH3:1])[N:27]=1)([CH3:8])[CH3:4]. Reported procedure: The title compound was prepared from 1-methoxy-6-morpholin-4-yl-6,7,8,9-tetrahydro-5H-benzocyclohepten-2-ylamine (50 mg, 0.2 mmol) and 2-(2,5-dichloropyrimidin-4-ylamino)-N-methylbenzamide (60 mg, 0.2 mmol) in an analogous manner to Example 946 to afford a yellow foam (45 mg, 40%). Mp: 117-20° C. LCMS (m/e) 566 (M+1); 1H-NMR (CDCl3, 400 MHz) δ 11.14 (s, 1H), 8.85 (d, J=8 Hz, 1H), 8.17 (s, 1H), 8.10 (d, J=8 Hz, 1H), 8.07 (d, J=8 Hz, 1H), 7.56 (t, J=8 Hz, 2H), 7.45 (s, 1H), 7.12 (t, J=8 Hz, 1H), 6... The yield is 40.0%. Starting materials: COC1=C(C=CC2=C1CCCC(C2)N2CCOCC2)N (1-methoxy-6-morpholin-4-yl-6,7,8,9-tetrahydro-5H-benzocyclohepten-2-ylamine), ClC1=NC=C(C(=N1)NC1=C(C(=O)NC)C=CC=C1)Cl (2-(2,5-dichloropyrimidin-4-ylamino)-N-methylbenzamide). Product: C(C)(C)OC(C1=C(C=CC=C1)NC1=NC(=NC=C1Cl)NC=1C=CC2=C(CCCC(C2)N2CCOCC2)C1OC)=O (2-[5-Chloro-2-(1-methoxy-6-morpholin-4-yl-6,7,8,9-tetrahydro-5H-benzocyclohepten-2-ylamino)-pyrimidin-4-ylamino]-benzoic acid isopropyl ester), foam. The reactants are FC=1C=CC(=C(C1)C(CC1(OC1)C(F)(F)F)(C)C)OC (2-[2-(5-fluoro-2-methoxyphenyl)-2-methylpropyl]-2-trifluoromethyloxirane), N1CCSCC1 (thiomorpholine). The solvent is CN(C=O)C (dimethylformamide), C(C)OCC (diethyl ether). Product: FC(C(CC(C)(C)C1=C(C=CC(=C1)F)OC)(O)CN1CCSCC1)(F)F (1,1,1-trifluoro-4(5-fluoro-2-methoxyphenyl)-4-methyl-2-thiomorpholin-4-ylmethylpentan-2-ol). Reaction SMILES: [F:1][C:2]1[CH:3]=[CH:4][C:5]([O:19][CH3:20])=[C:6]([C:8]([CH3:18])([CH3:17])[CH2:9][C:10]2([C:13]([F:16])([F:15])[F:14])[CH2:12][O:11]2)[CH:7]=1.[NH:21]1[CH2:26][CH2:25][S:24][CH2:23][CH2:22]1>CN(C)C=O.C(OCC)C>[F:14][C:13]([F:16])([F:15])[C:10]([CH2:12][N:21]1[CH2:26][CH2:25][S:24][CH2:23][CH2:22]1)([OH:11])[CH2:9][C:8]([C:6]1[CH:7]=[C:2]([F:1])[CH:3]=[CH:4][C:5]=1[O:19][CH3:20])([CH3:18])[CH3:17]. Reported procedure: A solution of 2-[2-(5-fluoro-2-methoxyphenyl)-2-methylpropyl]-2-trifluoromethyloxirane (see Example 1) (130 mg) and thiomorpholine (84.6 μL) in dimethylformamide (1 μL) was heated at 100° C. for 15 hours. The resulting mixture was diluted with diethyl ether, washed with water and brine, dried over sodium sulfate, filtered, and the volatiles removed in vacuo. The residue was purified by silica gel column chromatography using 2% EtOAc-hexanes as the eluent. The product-rich fractions were concentr... The reactants are [BH3-]C#N, CC(=O)O, CO, O=CCCc1c[nH]c2ccc(F)cc12, NC1COc2c(F)cc3c(c2C1)C(=O)NCC3, [Na+]. Product: O=C1NCCc2cc(F)c3c(c21)CC(NCCCc1c[nH]c2ccc(F)cc12)CO3. Reaction SMILES: [C:36]([BH3-:37])#[N:38].[CH3:32][C:33](=[O:34])[OH:35].[CH3:40][OH:41].[F:18][c:19]1[cH:20][c:21]2[c:22]([CH2:28][CH2:29][CH:30]=[O:31])[cH:23][nH:24][c:25]2[cH:26][cH:27]1.[NH2:1][CH:2]1[CH2:3][c:4]2[c:5]([c:6]([F:15])[cH:7][c:8]3[c:13]2[C:12](=[O:14])[NH:11][CH2:10][CH2:9]3)[O:16][CH2:17]1.[Na+:39]>>[NH:1]([CH:2]1[CH2:3][c:4]2[c:5]([c:6]([F:15])[cH:7][c:8]3[c:13]2[C:12](=[O:14])[NH:11][CH2:10][CH2:9]3)[O:16][CH2:17]1)[CH2:30][CH2:29][CH2:28][c:22]1[c:21]2[cH:20][c:19]([F:18])[cH:27][cH:26][c:25]2[nH:24][cH:23]1. Starting materials: OC1(c2ccc(Br)cc2)COC1, CCN(CC)S(F)(F)F, ClCCl, [Na+], O=C([O-])O. The product is FC1(c2ccc(Br)cc2)COC1. Reaction SMILES: [Br:1][c:2]1[cH:3][cH:4][c:5]([C:8]2([OH:12])[CH2:9][O:10][CH2:11]2)[cH:6][cH:7]1.[CH2:13]([N:14]([S:15]([F:16])([F:17])[F:19])[CH2:18][CH3:20])[CH3:21].[Cl:27][CH2:28][Cl:29].[Na+:26].[O-:22][C:23]([OH:24])=[O:25]>>[Br:1][c:2]1[cH:3][cH:4][c:5]([C:8]2([F:19])[CH2:9][O:10][CH2:11]2)[cH:6][cH:7]1. The reactants are C1CNCCN1, CS(C)=O, O=C(O)c1cn2c3c(c(OS(=O)(=O)c4ccc([N+](=O)[O-])cc4)ccc3c1=O)CCC2. Yields the product O=C(O)c1cn2c3c(c(N4CCNCC4)ccc3c1=O)CCC2. RXN SMILES: [CH2:31]1[CH2:32][NH:33][CH2:34][CH2:35][NH:36]1.[CH3:37][S:38](=[O:39])[CH3:40].[N+:1]([c:2]1[cH:3][cH:4][c:5]([S:6]([O:7][c:14]2[cH:15][cH:16][c:17]3[c:18](=[O:30])[c:19]([C:27](=[O:28])[OH:29])[cH:20][n:21]4[c:26]3[c:25]2[CH2:24][CH2:23][CH2:22]4)(=[O:8])=[O:9])[cH:10][cH:11]1)([O-:12])=[O:13]>>[c:14]1([N:33]2[CH2:32][CH2:31][NH:36][CH2:35][CH2:34]2)[cH:15][cH:16][c:17]2[c:18](=[O:30])[c:19]([C:27](=[O:28])[OH:29])[cH:20][n:21]3[c:26]2[c:25]1[CH2:24][CH2:23][CH2:22]3. Reactants: FC1=CC=C(OCCC2=CC=C(CN3CCN(CC3)C(=O)OC(C)(C)C)C=C2)C=C1 (tert-butyl 4-{4-[2-(4-fluorophenoxy)ethyl]-benzyl}piperazine-1-carboxylate), Cl (HCl). The solvent is CCO (EtOH). Run at temperature 40 celsius, time 3 hour. The product is FC1=CC=C(OCCC2=CC=C(CN3CCNCC3)C=C2)C=C1 (1-{4-[2-(4-fluorophenoxy)ethyl]benzyl}piperazine). The yield is 82.1%. As a reaction SMILES: [F:1][C:2]1[CH:30]=[CH:29][C:5]([O:6][CH2:7][CH2:8][C:9]2[CH:28]=[CH:27][C:12]([CH2:13][N:14]3[CH2:19][CH2:18][N:17](C(OC(C)(C)C)=O)[CH2:16][CH2:15]3)=[CH:11][CH:10]=2)=[CH:4][CH:3]=1.Cl>CCO>[F:1][C:2]1[CH:3]=[CH:4][C:5]([O:6][CH2:7][CH2:8][C:9]2[CH:28]=[CH:27][C:12]([CH2:13][N:14]3[CH2:15][CH2:16][NH:17][CH2:18][CH2:19]3)=[CH:11][CH:10]=2)=[CH:29][CH:30]=1. Procedure details: To an EtOH (25 mL) solution of tert-butyl 4-{4-[2-(4-fluorophenoxy)ethyl]-benzyl}piperazine-1-carboxylate (2.36 g) was added 6 M HCl (9.49 mL) at room temperature. After stirring at 40° C. for 3 hours, the solvent was removed under reduced pressure. The resulting precipitate was collected by filtration, and dissolved in water. The solution was alkalified with 5 M NaOH, and extracted with CH2Cl2. The organic layer was washed with saturated aqueous NaCl, dried over anhydrous MgSO4, and concentrate... Reactants: C1CCOC1, CCOC(C)=O, Cl, NO, [Na+], [Na+], O=C([O-])[O-], O=CC1COC2(CCCCC2)O1. The product is ON=CC1COC2(CCCCC2)O1. As a reaction SMILES: [CH2:28]1[O:29][CH2:30][CH2:31][CH2:32]1.[CH3:22][CH2:23][O:24][C:25](=[O:26])[CH3:27].[ClH:13].[NH2:14][OH:15].[Na+:16].[Na+:17].[O-:18][C:19](=[O:20])[O-:21].[O:1]1[CH:2]([CH:11]=[O:12])[CH2:3][O:4][C:5]12[CH2:6][CH2:7][CH2:8][CH2:9][CH2:10]2>>[O:1]1[CH:2]([CH:11]=[N:14][OH:15])[CH2:3][O:4][C:5]12[CH2:6][CH2:7][CH2:8][CH2:9][CH2:10]2.